This data is from the Open Reaction Database (ORD), a public repository of structured organic reaction records. The task is: describe an organic reaction: reactants, conditions, products, and yield Product: ClC1=CC=C(C=C1)[C@H](CC(=O)N1CC=2N=C(N=CC2CC1)NC(C)C)CNC ((S)-3-(4-chlorophenyl)-1-(2-(isopropylamino)-5,6-dihydropyrido[3,4-d]pyrimidin-7(8H)-yl)-4-(methylamino)butan-1-one). The solvent is CO (MeOH), C(Cl)Cl (DCM). Reported procedure: To a solution 322 (28 mg, 0.056 mmol) in MeOH (2 mL) was added 4M HCl in dioxane (0.6 mL, 2.4 mmol) and the reaction stirred at RT 4 h. The reaction was diluted with DCM (25 mL) and satd. aq. NaHCO3 (25 mL), the phases separated and the aqueous phase extracted with 10% MeOH/DCM (25 mL). The combined organic extracts were dried (MgSO4), filtered and concentrated. The crude product was purified on a preparative SiO2 TLC plate (0.5 mm) developed with MeOH/DCM/NH4OH (9/90/1) to afford 6 mg (25%) of ... Run at time 4 hour. RXN SMILES: [Cl:1][C:2]1[CH:7]=[CH:6][C:5]([C@H:8]([CH2:19][C:20]([N:22]2[CH2:31][CH2:30][C:29]3[CH:28]=[N:27][C:26]([NH:32][CH:33]([CH3:35])[CH3:34])=[N:25][C:24]=3[CH2:23]2)=[O:21])[CH2:9][N:10](C)[C:11](=O)OC(C)(C)C)=[CH:4][CH:3]=1.Cl.O1CCOCC1>CO.C(Cl)Cl>[Cl:1][C:2]1[CH:7]=[CH:6][C:5]([C@@H:8]([CH2:9][NH:10][CH3:11])[CH2:19][C:20]([N:22]2[CH2:31][CH2:30][C:29]3[CH:28]=[N:27][C:26]([NH:32][CH:33]([CH3:35])[CH3:34])=[N:25][C:24]=3[CH2:23]2)=[O:21])=[CH:4][CH:3]=1. Reactants: ClC1=CC=C(C=C1)[C@@H](CN(C(OC(C)(C)C)=O)C)CC(=O)N1CC=2N=C(N=CC2CC1)NC(C)C ((S)-tert-butyl 2-(4-chlorophenyl)-4-(2-(isopropylamino)-5,6-dihydropyrido[3,4-d]pyrimidin-7(8H)-yl)-4-oxobutyl(methyl)carbamate), Cl (HCl), O1CCOCC1 (dioxane). Starting materials: FC=1C=C(C=C(C1)F)CC(=O)N[C@@H](C)C(=O)O (N-(3,5-Difluorophenylacetyl)-L-alanine), solid, NC1C(N(C2=C(N(C1=O)C(C)C)C=CC=C2)C(C)C)=O (3-Amino-2,4-dioxo-1,5-bis-(1-methylethyl)-2,3,4,5-tetrahydro-1H-1,5-benzodiazepine). Product: FC=1C=C(C=C(C1)F)CC(=O)N[C@@H](C)C(=O)NC1C(N(C2=C(N(C1=O)C(C)C)C=CC=C2)C(C)C)=O (3-[N′-(3,5-Difluorophenylacetyl)-L-alaninyl]amino-2,4-dioxo-1,5-bis-(1-methylethyl)-2,3,4,5-tetrahydro-1H-1,5-benzodiazepine). As a reaction SMILES: [F:1][C:2]1[CH:3]=[C:4]([CH2:9][C:10]([NH:12][C@H:13]([C:15]([OH:17])=O)[CH3:14])=[O:11])[CH:5]=[C:6]([F:8])[CH:7]=1.[NH2:18][CH:19]1[C:25](=[O:26])[N:24]([CH:27]([CH3:29])[CH3:28])[C:23]2[CH:30]=[CH:31][CH:32]=[CH:33][C:22]=2[N:21]([CH:34]([CH3:36])[CH3:35])[C:20]1=[O:37]>>[F:8][C:6]1[CH:5]=[C:4]([CH2:9][C:10]([NH:12][C@H:13]([C:15]([NH:18][CH:19]2[C:25](=[O:26])[N:24]([CH:27]([CH3:29])[CH3:28])[C:23]3[CH:30]=[CH:31][CH:32]=[CH:33][C:22]=3[N:21]([CH:34]([CH3:36])[CH3:35])[C:20]2=[O:37])=[O:17])[CH3:14])=[O:11])[CH:3]=[C:2]([F:1])[CH:7]=1. Reported procedure: Following General Procedure I above using N-(3,5-difluorophenylacetyl)-L-alanine (Example B) and 3-amino-2,4-dioxo-1,5-bis-(1-methylethyl)-2,3,4,5-tetrahydro-α-hydro-1H-1,5-benzodiazepine (Example 8-P), the title compound was prepared as a white solid (melting point=232-233° C.). Purification was by flash chromatography eluting with EtOAc/hexanes (4:1 gradient to 6:1). Rf=0.31 (4:1 EtOAc/hexanes). Starting materials: CSCCC(NC(=O)OC(C)(C)C)C(=O)O, CCOC(C)=O, C(=NC1CCCCC1)=NC1CCCCC1, Oc1c(Cl)c(Cl)c(Cl)c(Cl)c1Cl. Yields the product CSCCC(NC(=O)OC(C)(C)C)C(=O)Oc1c(Cl)c(Cl)c(Cl)c(Cl)c1Cl. As a reaction SMILES: [C:1]([CH3:2])([CH3:3])([CH3:4])[O:5][C:6](=[O:7])[NH:8][CH:9]([CH2:10][CH2:11][S:12][CH3:13])[C:14](=[O:15])[OH:16].[CH3:44][CH2:45][O:46][C:47](=[O:48])[CH3:49].[CH:29]1([N:30]=[C:31]=[N:32][CH:33]2[CH2:34][CH2:35][CH2:36][CH2:37][CH2:38]2)[CH2:39][CH2:40][CH2:41][CH2:42][CH2:43]1.[OH:17][c:18]1[c:19]([Cl:20])[c:21]([Cl:22])[c:23]([Cl:24])[c:25]([Cl:26])[c:27]1[Cl:28]>>[C:1]([CH3:2])([CH3:3])([CH3:4])[O:5][C:6](=[O:7])[NH:8][CH:9]([CH2:10][CH2:11][S:12][CH3:13])[C:14]([O:15][c:18]1[c:19]([Cl:20])[c:21]([Cl:22])[c:23]([Cl:24])[c:25]([Cl:26])[c:27]1[Cl:28])=[O:16]. Reactants: Br.C(C)(=O)O (hydrogen bromide acetic acid), CS(=O)C (dimethyl sulfoxide), C(CC)S(=O)(=O)NCC1CC2=CC=C(C=C2C1)C=1CCC(NN1)=O (2-(propylsulfonylaminomethyl)-5-[4,5-dihydropyridazin-3(2H)-on-6-yl]indane), C(C)(C)OC(C)C (isopropyl ether). Run in C(C)(=O)O (acetic acid). Reaction conditions: time 2 hour. Yields the product C(CC)S(=O)(=O)NCC1CC2=CC=C(C=C2C1)C=1C=CC(NN1)=O (2-(propylsulfonylaminomethyl)-5-[pyridazin-3(2H)-on-6-yl]indane). Isolated yield 92.5%. RXN SMILES: Br.C(O)(=O)C.CS(C)=O.[CH2:10]([S:13]([NH:16][CH2:17][CH:18]1[CH2:26][C:25]2[C:20](=[CH:21][CH:22]=[C:23]([C:27]3[CH2:28][CH2:29][C:30](=[O:33])[NH:31][N:32]=3)[CH:24]=2)[CH2:19]1)(=[O:15])=[O:14])[CH2:11][CH3:12].C(OC(C)C)(C)C>C(O)(=O)C>[CH2:10]([S:13]([NH:16][CH2:17][CH:18]1[CH2:26][C:25]2[C:20](=[CH:21][CH:22]=[C:23]([C:27]3[CH:28]=[CH:29][C:30](=[O:33])[NH:31][N:32]=3)[CH:24]=2)[CH2:19]1)(=[O:15])=[O:14])[CH2:11][CH3:12] |f:0.1|. Procedure: 25 ml of 30% hydrogen bromide-acetic acid and 1.3 ml of dimethyl sulfoxide were added to 5.24 g of 2-(propylsulfonylaminomethyl)-5-[4,5-dihydropyridazin-3(2H)-on-6-yl]indane suspended in 60 ml of acetic acid. The mixture was stirred at room temperature for 2 hours. 150 ml of isopropyl ether was added to the mixture, and crystals precipitated were collected by filtration, washed with water, dried and then recrystallized from methanol to obtain 4.82 g of 2-(propylsulfonylaminomethyl)-5-[pyridazin-... Starting materials: C(=O)(Cl)Cl (phosgene), FC(C1=NN=C(S1)N)(F)F (5-trifluoromethyl-2-amino-1,3,4-thiadiazole). Run in C(C)(=O)OCC (ethyl acetate), C(C)(=O)OCC (ethyl acetate). Reaction conditions: time 16 hour. Yields the product C(=NC1=NN=C(S1)C(F)(F)F)=O.C(=NC1=NN=C(S1)C(F)(F)F)=O (5-trifluoromethyl-1,3,4-thiadiazol-2-yl isocyanate dimer). Reaction SMILES: [C:1](Cl)(Cl)=[O:2].[F:5][C:6]([F:14])([F:13])[C:7]1[S:11][C:10]([NH2:12])=[N:9][N:8]=1>C(OCC)(=O)C>[C:1](=[O:2])=[N:12][C:10]1[S:11][C:7]([C:6]([F:14])([F:13])[F:5])=[N:8][N:9]=1.[C:1](=[O:2])=[N:12][C:10]1[S:11][C:7]([C:6]([F:14])([F:13])[F:5])=[N:8][N:9]=1 |f:3.4|. Procedure: A saturated solution of phosgene in ethyl acetate (100 ml) was charged into a glass reaction vessel equipped with a mechanical stirrer. A slurry of 5-trifluoromethyl-2-amino-1,3,4-thiadiazole (45 grams) in ethyl acetate (300 ml) was added to the reaction vessel, and the resulting mixture was stirred for a period of about 16 hours, resulting in the formation of precipitate. The reaction mixture was then purged with nitrogen gas to remove unreacted phosgene. The purged mixture was filtered to reco... Starting materials: CCOC(=O)c1cnc2c(OC)nccc2c1OS(C)(=O)=O, CC#N, Cc1ccccc1N. Product: CCOC(=O)c1cnc2c(OC)nccc2c1Nc1ccccc1C. RXN SMILES: [CH3:1][S:2]([O:3][c:6]1[c:7]([C:18](=[O:19])[O:20][CH2:21][CH3:22])[cH:8][n:9][c:10]2[c:11]([O:16][CH3:17])[n:12][cH:13][cH:14][c:15]12)(=[O:4])=[O:5].[CH3:31][C:32]#[N:33].[NH2:23][c:24]1[c:25]([CH3:30])[cH:26][cH:27][cH:28][cH:29]1>>[c:6]1([NH:23][c:24]2[c:25]([CH3:30])[cH:26][cH:27][cH:28][cH:29]2)[c:7]([C:18](=[O:19])[O:20][CH2:21][CH3:22])[cH:8][n:9][c:10]2[c:11]([O:16][CH3:17])[n:12][cH:13][cH:14][c:15]12. The reactants are CC1=C(N)C(=CC=C1)C (2,6-dimethylaniline), C(CCC)(=O)Cl (butyryl chloride). Solvent: CCOCC (ether), CCOCC (ether). Conditions: temperature 0 celsius, time 1 hour. Product: C(CCC)(=O)NC1=C(C=CC=C1C)C (N-butyryl-2,6-dimethylaniline). As a reaction SMILES: [CH3:1][C:2]1[CH:8]=[CH:7][CH:6]=[C:5]([CH3:9])[C:3]=1[NH2:4].[C:10](Cl)(=[O:14])[CH2:11][CH2:12][CH3:13]>CCOCC>[C:10]([NH:4][C:3]1[C:5]([CH3:9])=[CH:6][CH:7]=[CH:8][C:2]=1[CH3:1])(=[O:14])[CH2:11][CH2:12][CH3:13]. Reported procedure: A solution of 200 g. of 2,6-dimethylaniline in 2 l. of ether is cooled in an ice bath and to this 88 g. of butyryl chloride in 150 ml. of ether is added dropwise (over 21/2 hours). A white precipitate forms and the reaction mixture is allowed to stir at 0° C. for 1 hour longer and then 15 hours at room temperature. The reaction mixture is then evaporated in vacuo and the white solid residue is slurried in 1 l. of water, filtered and washed with water and dried to obtain N-butyryl-2,6-dimethylani... Reactants: C(C)(C)(C)C1=CC=C(C=C1)S(=O)(=O)NC1=C(C(=NN1C)OCCO)C1=CC=C(C=C1)C (4-(tert-butyl)-N-[3-(2-hydroxyethoxy)-1-methyl-4-(4-methylphenyl)-1H-pyrazol-5-yl]benzenesulfonamide), [H-].[Na+] (sodium hydride), ClC1=NC=C(C=N1)SC (2-chloro-5-(methylthio)pyrimidine), [Cl-].[NH4+] (ammonium chloride). Solvent: O1CCCC1 (tetrahydrofuran), CC(=O)N(C)C (dimethyl acetamide), C(C)(=O)OCC (ethyl acetate). Reaction conditions: time 5 minute. Product: C(C)(C)(C)C1=CC=C(C=C1)S(=O)(=O)NC1=C(C(=NN1C)OCCOC1=NC=C(C=N1)SC)C1=CC=C(C=C1)C (4-(tert-butyl)-N-[3-{2-[(5-methylthio-2-pyrimidinyl)oxy]ethoxy}-1-methyl-4-(4-methylphenyl)-1H-pyrazol-5-yl]benzenesulfonamide). Isolated yield 96.9%. Reaction SMILES: [C:1]([C:5]1[CH:10]=[CH:9][C:8]([S:11]([NH:14][C:15]2[N:19]([CH3:20])[N:18]=[C:17]([O:21][CH2:22][CH2:23][OH:24])[C:16]=2[C:25]2[CH:30]=[CH:29][C:28]([CH3:31])=[CH:27][CH:26]=2)(=[O:13])=[O:12])=[CH:7][CH:6]=1)([CH3:4])([CH3:3])[CH3:2].[H-].[Na+].Cl[C:35]1[N:40]=[CH:39][C:38]([S:41][CH3:42])=[CH:37][N:36]=1.[Cl-].[NH4+]>O1CCCC1.CC(N(C)C)=O.C(OCC)(=O)C>[C:1]([C:5]1[CH:6]=[CH:7][C:8]([S:11]([NH:14][C:15]2[N:19]([CH3:20])[N:18]=[C:17]([O:21][CH2:22][CH2:23][O:24][C:35]3[N:40]=[CH:39][C:38]([S:41][CH3:42])=[CH:37][N:36]=3)[C:16]=2[C:25]2[CH:30]=[CH:29][C:28]([CH3:31])=[CH:27][CH:26]=2)(=[O:12])=[O:13])=[CH:9][CH:10]=1)([CH3:4])([CH3:3])[CH3:2] |f:1.2,4.5|. Reported procedure: To 4-(tert-butyl)-N-[3-(2-hydroxyethoxy)-1-methyl-4-(4-methylphenyl)-1H-pyrazol-5-yl]benzenesulfonamide (Example 2, 743 mg) in tetrahydrofuran (25 ml) at 0° C. under an atmosphere of nitrogen was added sodium hydride (60% dispersion in oil, 141 mg), the reaction mixture was stirred for 5 minutes. A solution of 2-chloro-5-(methylthio)pyrimidine (269 mg) in dimethyl acetamide (5 ml) was added and the reaction mixture allowed to warm up to room temperature. The reaction mixture was stirred for a fu...